From a dataset of the Open Reaction Database (ORD), a public repository of structured organic reaction records. describe an organic reaction: reactants, conditions, products, and yield Reactants: Cl (hydrochloric acid), CS(=O)(=O)OC1=C(C=C(C(=C1)[N+](=O)[O-])F)Cl (2-chloro-4-fluoro-5-nitrophenyl methanesulfonate), [OH-].[Na+] (sodium hydroxide). Reagents/catalysts: [Fe] (iron). Run in O (water). The product is CS(=O)(=O)OC1=C(C=C(C(=C1)N)F)Cl (2-chloro-4-fluoro-5-aminophenyl methanesulfonate). The yield is 92.9%. RXN SMILES: [CH3:1][S:2]([O:5][C:6]1[CH:11]=[C:10]([N+:12]([O-])=O)[C:9]([F:15])=[CH:8][C:7]=1[Cl:16])(=[O:4])=[O:3].Cl.[OH-].[Na+]>O.[Fe]>[CH3:1][S:2]([O:5][C:6]1[CH:11]=[C:10]([NH2:12])[C:9]([F:15])=[CH:8][C:7]=1[Cl:16])(=[O:3])=[O:4] |f:2.3|. Procedure: A suspension of 2-chloro-4-fluoro-5-nitrophenyl methanesulfonate (27.0 g) and iron (33.5 g) in water (140 ml) was heated for reduction of the nitro group into amino group. When the temperature of the reaction mixture reached 80° C., 35% hydrochloric acid (3.2 g) was added thereto. Upon cooling to room temperature, the pH of the reaction mixture was adjusted to 9.0 with the addition of an aqueous sodium hydroxide solution. The reaction mixture was then extracted with toluene and tetrahydrofuran. ... The reactants are [F-].C(CCC)[N+](CCCC)(CCCC)CCCC (tetra-n butylammonium fluoride), [OH-].[Na+] (NaOH), O1C(=CC=C1)C1=C2N=CN(C2=NC(=N1)N)CC1=CC(=CC=C1)[N+](=O)[O-] (6-(2-furyl)-9-(3-nitrobenzyl)-9H-purine-2-amine), O.O.Cl[Sn]Cl (SnCl2.2H2O), Cl (HCl). The yield is 26.2%. The product is NC=1C=C(CN2C3=NC(=NC(=C3N=C2)C=2OC=CC2)N)C=CC1 (9-(3-Aminobenzyl)-6-(2-furyl)-9H-purine-2-amine). RXN SMILES: [O:1]1[CH:5]=[CH:4][CH:3]=[C:2]1[C:6]1[N:14]=[C:13]([NH2:15])[N:12]=[C:11]2[C:7]=1[N:8]=[CH:9][N:10]2[CH2:16][C:17]1[CH:22]=[CH:21][CH:20]=[C:19]([N+:23]([O-])=O)[CH:18]=1.O.O.Cl[Sn]Cl.Cl.[F-].C([N+](CCCC)(CCCC)CCCC)CCC.[OH-].[Na+]>CCO>[NH2:23][C:19]1[CH:18]=[C:17]([CH:22]=[CH:21][CH:20]=1)[CH2:16][N:10]1[CH:9]=[N:8][C:7]2[C:11]1=[N:12][C:13]([NH2:15])=[N:14][C:6]=2[C:2]1[O:1][CH:5]=[CH:4][CH:3]=1 |f:1.2.3,5.6,7.8|. Procedure: A solution of 6-(2-furyl)-9-(3-nitrobenzyl)-9H-purine-2-amine (400 mg, 1.12 mmol) in EtOH (10 mL) at 50° C. was treated with a solution of SnCl2.2H2O (808 mg, 3.58 mmol) in conc.HCl (1.8 mL, 21.42 mmol), stirred for 1.5 h, cooled, basified to pH 10 (1-M NaOH) and the resulting solid was filtered, suspended in methanol, treated with HCl in dioxane (4-M, 2 mL), diluted with diethyl ether and filtered to give the title compound (90 mg, 22%) as a yellow solid. The solvent is CCO (EtOH). Reactants: CC(Cl)c1cccnc1, O=C(O)c1nc(N2CCOCC2)ncc1Cl. The reagents and catalysts are O=C([O-])[O-].[Cs+].[Cs+] (cesium carbonate), [I-].[K+] (potassium iodide). Solvent: CN(C)C=O (DMF), CN(C)C=O (dmf), CN(C)C=O (DMF). Reaction conditions: temperature 70 celsius, time 16 hour. Product: CC(OC(=O)c1nc(N2CCOCC2)ncc1Cl)c1cccnc1. Reactants: CN1C(C(C2=CC=CN=C12)(CC)C)=C (1,3-dimethyl-3-ethyl-2-methylene-1,7-diazaindane), N(=O)C1=C(C=C(C=C1OC)OC)O (2-nitroso-3,5-dimethoxyphenol). Run in C(C)O (ethanol). The product is desired product, CN1C2(C(C=3C1=NC=CC3)(CC)C)OC3=C(N=C2)C(=CC(=C3)OC)OC (1',3'-Dihydro-1',3'-dimethyl-3'-ethyl- 5,7-dimethoxyspiro-[2H-1,4-benzoxazine-2,2'-[2H]pyrrolo[2,3-b]pyridine]). Reaction SMILES: [CH3:1][N:2]1[C:10]2[C:5](=[CH:6][CH:7]=[CH:8][N:9]=2)[C:4]([CH3:13])([CH2:11][CH3:12])[C:3]1=[CH2:14].[N:15]([C:17]1[C:22]([O:23][CH3:24])=[CH:21][C:20]([O:25][CH3:26])=[CH:19][C:18]=1[OH:27])=O>C(O)C>[CH3:1][N:2]1[C:10]2=[N:9][CH:8]=[CH:7][CH:6]=[C:5]2[C:4]([CH3:13])([CH2:11][CH3:12])[C:3]21[CH:14]=[N:15][C:17]1[C:22]([O:23][CH3:24])=[CH:21][C:20]([O:25][CH3:26])=[CH:19][C:18]=1[O:27]2. Procedure details: 5.0 grams of the thus prepared 1,3-dimethyl-3-ethyl-2-methylene-1,7-diazaindane product were added to about 80 milliliters of ethanol and warmed in a 100 milliliter round bottom flask. When the internal temperature of the flask contents reached 60° C., 3.3 grams of 2-nitroso-3,5-dimethoxyphenol were added to the flask. The mixture was allowed to reflux overnight. The reaction mixture was allowed to cool down and a silica gel column was used to isolate the desired product, i.e., 1',3'-Dihydro-1',... Reactants: C(=O)(OCC)CCCCCCC1C(CCC1)=O (2-(6-carbethoxyhexyl)cyclopentan-1-one), pale yellow oil, O.C1(=CC=C(C=C1)S(=O)(=O)O)C (p-toluenesulfonic acid monohydrate), C(C)(=O)O (acetic acid). The solvent is C(C)(=O)OC(C)=O (acetic anhydride). Reaction conditions: time 16 hour. Product: C(C)(=O)OC1=C(CCC1)CCCCCCC(=O)OCC (1-acetoxy-2-(6-carbethoxyhexyl)cyclopent-1-ene). Reaction SMILES: [C:1]([CH2:6][CH2:7][CH2:8][CH2:9][CH2:10][CH2:11][CH:12]1[CH2:16][CH2:15][CH2:14][C:13]1=[O:17])([O:3][CH2:4][CH3:5])=[O:2].O.C1(C)C=CC(S(O)(=O)=O)=CC=1.[C:30](O)(=[O:32])[CH3:31]>C(OC(=O)C)(=O)C>[C:30]([O:17][C:13]1[CH2:14][CH2:15][CH2:16][C:12]=1[CH2:11][CH2:10][CH2:9][CH2:8][CH2:7][CH2:6][C:1]([O:3][CH2:4][CH3:5])=[O:2])(=[O:32])[CH3:31] |f:1.2|. Procedure details: A stirred solution of 100 g. of 2-(6-carbethoxyhexyl)cyclopentan-1-one (Example 9) in 250 ml of acetic anhydride containing 0.940 g. of p-toluenesulfonic acid monohydrate is heated to boiling under partial reflux allowing distillate at 118° C. or less (i.e., acetic acid) to escape through a Vigreaux column equipped with a condenser to collect the distillate. After 16 hours, during which period active anhydride is added in portions in order to keep the solvent level at at least 100 ml., the solut... Starting materials: CS(=O)(=O)Cl, C[Sn](C)(C)c1cccc(CCN)c1. Yields the product CS(=O)(=O)NCCc1cccc([Sn](C)(C)C)c1. RXN SMILES: [CH3:14][S:15]([Cl:16])(=[O:17])=[O:18].[NH2:1][CH2:2][CH2:3][c:4]1[cH:5][c:6]([Sn:10]([CH3:11])([CH3:12])[CH3:13])[cH:7][cH:8][cH:9]1>>[NH:1]([CH2:2][CH2:3][c:4]1[cH:5][c:6]([Sn:10]([CH3:11])([CH3:12])[CH3:13])[cH:7][cH:8][cH:9]1)[S:15]([CH3:14])(=[O:17])=[O:18].